This data is from the Open Reaction Database (ORD), a public repository of structured organic reaction records. The task is: describe an organic reaction: reactants, conditions, products, and yield Reactants: BrC=1C(N(C=CC1OCC1=C(C=C(C=C1)F)F)CC1=CC(=CC=C1)F)=O (3-Bromo-4-(2,4-difluorobenzyloxy)-1-(3-fluorobenzyl)-1H-pyridin-2-one), C(=O)([O-])[O-].[K+].[K+] (K2CO3), C(=O)([O-])[O-].[Cs+].[Cs+] (Cs2CO3), CB1OB(OB(O1)C)C (trimethylboroxine). The reagents and catalysts are C=1C=CC(=CC1)[P](C=2C=CC=CC2)(C=3C=CC=CC3)[Pd]([P](C=4C=CC=CC4)(C=5C=CC=CC5)C=6C=CC=CC6)([P](C=7C=CC=CC7)(C=8C=CC=CC8)C=9C=CC=CC9)[P](C=1C=CC=CC1)(C=1C=CC=CC1)C=1C=CC=CC1 (Pd(PPh3)4). The solvent is O1CCOCC1 (dioxane). The product is FC1=C(COC2=C(C(N(C=C2)CC2=CC(=CC=C2)F)=O)C)C=CC(=C1)F (4-(2,4-difluorobenzyloxy)-1-(3-fluorobenzyl)-3-methyl-1H-pyridin-2-one). Yield: 78.3%. RXN SMILES: Br[C:2]1[C:3](=[O:26])[N:4]([CH2:18][C:19]2[CH:24]=[CH:23][CH:22]=[C:21]([F:25])[CH:20]=2)[CH:5]=[CH:6][C:7]=1[O:8][CH2:9][C:10]1[CH:15]=[CH:14][C:13]([F:16])=[CH:12][C:11]=1[F:17].[C:27]([O-])([O-])=O.[K+].[K+].C([O-])([O-])=O.[Cs+].[Cs+].CB1OB(C)OB(C)O1>O1CCOCC1.C1C=CC([P]([Pd]([P](C2C=CC=CC=2)(C2C=CC=CC=2)C2C=CC=CC=2)([P](C2C=CC=CC=2)(C2C=CC=CC=2)C2C=CC=CC=2)[P](C2C=CC=CC=2)(C2C=CC=CC=2)C2C=CC=CC=2)(C2C=CC=CC=2)C2C=CC=CC=2)=CC=1>[F:17][C:11]1[CH:12]=[C:13]([F:16])[CH:14]=[CH:15][C:10]=1[CH2:9][O:8][C:7]1[CH:6]=[CH:5][N:4]([CH2:18][C:19]2[CH:24]=[CH:23][CH:22]=[C:21]([F:25])[CH:20]=2)[C:3](=[O:26])[C:2]=1[CH3:27] |f:1.2.3,4.5.6,^1:57,59,78,97|. Procedure details: To a solution of 3-bromo-4-(2,4-difluorobenzyloxy)-1-(3-fluorobenzyl)-1H-pyridin-2-one (EXAMPLE 107) (0.14 g, 0.32 mmol), K2CO3 (88 mg, 0.64 mmol) and Cs2CO3 (0.10 g, 0.32 mmol) in dioxane (2 mL) was added Pd(PPh3)4 (18 mg, 0.12 mmol), followed by trimethylboroxine (40 mg, 0.32 mmol). The reaction mixture was degassed, purged with argon, and heated at reflux for 4 h. The reaction mixture was cooled to room temperature, and partitioned between water and EtOAc. The organic solution was washed with... Starting materials: C1=CC=NC=C1.O=S(=O)=O (Pyridine-sulfur trioxide), C[C@H](CCCC(C)C)[C@H]1CC(=O)C2=C3CC[C@H]4C[C@H](CC[C@@]4(C3CC[C@]12C)C)O (5α-cholest-8(14)-en-3β-ol-15-one). Run in C(C)(C)(C)O (t-butyl alcohol). Run at time 3 hour. Yields the product S(=O)(=O)([O-])[O-].CC(C)CCC[C@@H](C)[C@H]1CC(C2=C3CC[C@H]4C[C@H](CC[C@]4(C)[C@H]3CC[C@]12C)[N+]1=CC=CC=C1)=O.CC(C)CCC[C@@H](C)[C@H]1CC(C2=C3CC[C@H]4C[C@H](CC[C@]4(C)[C@H]3CC[C@]12C)[N+]1=CC=CC=C1)=O (5α-cholest-8(14)-en-15-one-3β-yl pyridinium sulfate). Yield: 141.0%. Reaction SMILES: [CH:1]1[CH:6]=[CH:5][N:4]=[CH:3][CH:2]=1.[O:7]=[S:8](=[O:10])=[O:9].[CH3:11][C@@H:12]([C@@H:19]1[C@:36]2([CH3:37])[C:23](=[C:24]3[CH:33]([CH2:34][CH2:35]2)[C@:32]2([CH3:38])[C@H:27]([CH2:28][C@@H:29](O)[CH2:30][CH2:31]2)[CH2:26][CH2:25]3)[C:21](=[O:22])[CH2:20]1)[CH2:13][CH2:14][CH2:15][CH:16]([CH3:18])[CH3:17]>C(O)(C)(C)C>[S:8]([O-:22])([O-:10])(=[O:9])=[O:7].[CH3:18][CH:16]([CH2:15][CH2:14][CH2:13][C@H:12]([C@@H:19]1[C@:36]2([CH3:37])[C:23](=[C:24]3[C@H:33]([CH2:34][CH2:35]2)[C@:32]2([CH3:38])[C@H:27]([CH2:28][C@@H:29]([N+:4]4[CH:5]=[CH:6][CH:1]=[CH:2][CH:3]=4)[CH2:30][CH2:31]2)[CH2:26][CH2:25]3)[C:21](=[O:22])[CH2:20]1)[CH3:11])[CH3:17].[CH3:18][CH:16]([CH2:15][CH2:14][CH2:13][C@H:12]([C@@H:19]1[C@:36]2([CH3:37])[C:23](=[C:24]3[C@H:33]([CH2:34][CH2:35]2)[C@:32]2([CH3:38])[C@H:27]([CH2:28][C@@H:29]([N+:4]4[CH:5]=[CH:6][CH:1]=[CH:2][CH:3]=4)[CH2:30][CH2:31]2)[CH2:26][CH2:25]3)[C:21](=[O:22])[CH2:20]1)[CH3:11])[CH3:17] |f:0.1,4.5.6|. Procedure details: Pyridine-sulfur trioxide (5.0 g) was added to 5α-cholest-8(14)-en-3β-ol-15-one (2.0 g; 5.0 mmol) in dry chloroform (50 ml; ethanol-free; dried over Linde molecular sieve, type 3A). The resulting mixture was stirred at room temperature for 3 hours. The excess reagent was removed by filtration, washed with a small volume of chloroform, and the filtrate was cooled to -40° C. in a dry ice-acetone bath and filtered through Hyflo Super-Cel (Johns-Manville Corp.). Hexane was added to the chloroform fil... Starting materials: OC1=C(C(=CC2=C1[C@@]1(C(C3=CC=4C(C(=CC(C4C(=C3C([C@@]1([C@@H](C2)O)OC)=O)O)=O)NC2OC(C(C(C2OC)O)OC)C)=O)=O)O)C)C(=O)OC ((6R,6aS,14aR)-methyl 1,6,8,14a-tetrahydroxy-11-(4-hydroxy-3,5-dimethoxy-6-methyltetrahydro-2H-pyran-2-ylamino)-6a-methoxy-3-methyl-7,9,12,14-tetraoxo-5,6,6a,7,9,12,14,14a-octahydrobenzo[a]tetracene-2-carboxylate), [Cl-].[Li+] (lithium chloride). Run in CS(=O)C (DMSO). Product: COC12CCC3=C(C2C(C2=CC=4C(C=CC(C4C=C2C1=O)=O)=O)=O)C=C(C(=C3)C)C(=O)O (6a-methoxy-3-methyl-7,9,12,14-tetraoxo-5,6,6a,7,9,12,14,14a-octahydrobenzo[a]tetracene-2-carboxylic acid). Yield: 19.9%. As a reaction SMILES: O[C:2]1[C:7]2[C@@:8]3(O)[C@@:21]([O:25][CH3:26])([C@H:22](O)[CH2:23][C:6]=2[CH:5]=[C:4]([CH3:46])[C:3]=1[C:47]([O:49]C)=[O:48])[C:20](=[O:27])[C:19]1[C:10](=[CH:11][C:12]2[C:13](=[O:43])[C:14](NC4C(OC)C(O)C(OC)C(C)O4)=[CH:15][C:16](=[O:29])[C:17]=2[C:18]=1O)[C:9]3=[O:44].[Cl-].[Li+]>CS(C)=O>[CH3:26][O:25][C:21]12[C:20](=[O:27])[C:19]3[C:10](=[CH:11][C:12]4[C:13](=[O:43])[CH:14]=[CH:15][C:16](=[O:29])[C:17]=4[CH:18]=3)[C:9](=[O:44])[CH:8]1[C:7]1[CH:2]=[C:3]([C:47]([OH:49])=[O:48])[C:4]([CH3:46])=[CH:5][C:6]=1[CH2:23][CH2:22]2 |f:1.2|. Procedure details: To a solution of (6R,6aS,14aR)-methyl 1,6,8,14a-tetrahydroxy-11-(4-hydroxy-3,5-dimethoxy-6-methyltetrahydro-2H-pyran-2-ylamino)-6a-methoxy-3-methyl-7,9,12,14-tetraoxo-5,6,6a,7,9,12,14,14a-octahydrobenzo[a]tetracene-2-carboxylate (100 mg, 0.14 mmol) in DMSO (1 mL) was added lithium chloride (121 mg, 2.87 mmol). The reaction mixture was irradiated with microwaves at 120° C. for 21 min. The crude material was purified by preparative HPLC (10:90 acetonitrile/water to 100% acetonitrile with 0.05% TFA... Starting materials: N1=CC=CC=2CCCCC12 (5,6,7,8-Tetrahydroquinoline), [NH2-].[Na+] (sodamide), Cl.ClCCCN (3-Chloropropylamine hydrochloride). Solvent: N (ammonia). Conditions: time 2 hour. Product: N1=CC=CC=2CCCC(C12)CCCN (3-(5,6,7,8-tetrahydroquinol-8-yl) propylamine). Yield: 26.5%. Reaction SMILES: [N:1]1[C:10]2[CH2:9][CH2:8][CH2:7][CH2:6][C:5]=2[CH:4]=[CH:3][CH:2]=1.[NH2-].[Na+].Cl.Cl[CH2:15][CH2:16][CH2:17][NH2:18]>N>[N:1]1[C:10]2[CH:9]([CH2:15][CH2:16][CH2:17][NH2:18])[CH2:8][CH2:7][CH2:6][C:5]=2[CH:4]=[CH:3][CH:2]=1 |f:1.2,3.4|. Procedure details: 5,6,7,8-Tetrahydroquinoline (20 g) was added quickly to sodamide (17.6 g) in liquid ammonia (250 ml) to give a dark red coloured solution. 3-Chloropropylamine hydrochloride (28.9 g) was added in portions over four hours when loss of colour was permanent after which the reaction was stirred for a further 2 hours and then quenched with ammonium chloride (20 g). The liquid ammonia was allowed to evaporate and the residues were partitioned between chloroform and water. The pH was lowered to 6 and th... Starting materials: BrC1=CC(=C(C#N)C=C1)O (4-bromo-2-hydroxybenzonitrile), BrC1CC1 (bromo-cyclopropane), C(=O)([O-])[O-].[Cs+].[Cs+] (Cs2CO3). The solvent is CN(C)C=O (DMF). Reaction conditions: temperature 170 celsius. Yields the product BrC1=CC(=C(C#N)C=C1)OC1CC1 (4-bromo-2-(cyclopropyloxy)benzonitrile). As a reaction SMILES: [Br:1][C:2]1[CH:9]=[CH:8][C:5]([C:6]#[N:7])=[C:4]([OH:10])[CH:3]=1.Br[CH:12]1[CH2:14][CH2:13]1.C([O-])([O-])=O.[Cs+].[Cs+]>CN(C=O)C>[Br:1][C:2]1[CH:9]=[CH:8][C:5]([C:6]#[N:7])=[C:4]([O:10][CH:12]2[CH2:14][CH2:13]2)[CH:3]=1 |f:2.3.4|. Procedure: A mixture of 4-bromo-2-hydroxybenzonitrile (300 mg, 1.5 mmol), bromo-cyclopropane (480 mg, 4.0 mmol) and Cs2CO3 (300 mg, 1.6 mmol) in 2 mL of anhydrous DMF were heated to 170° C. for 2 hours by microwave. The solid was filtered off, and the filtrate was poured to water, and extracted with EtOAc. The organic layer was washed with brine, dried over sodium sulfate and concentrated. The residue was purified with prep-TLC to give 4-bromo-2-(cyclopropyloxy)benzonitrile. 1H-NMR (400 MHz, CDCl3) δ ppm 7...